Task: describe an organic reaction: reactants, conditions, products, and yield. Dataset: the Open Reaction Database (ORD), a public repository of structured organic reaction records The reactants are ClC1=NC=C(C=C1N(C)C)C=1C=C2C(=CC=NC2=CC1)Cl (2-chloro-5-(4-chloroquinolin-6-yl)-N,N-dimethylpyridin-3-amine), C1(=CC=CC=C1)C(C)N1CCNCC1 (1-(1-phenylethyl)-piperazine). The solvent is CS(=O)C (DMSO). Run at temperature 110 celsius, time 3 hour. Product: ClC1=NC=C(C=C1N(C)C)C=1C=C2C(=CC=NC2=CC1)N1CCN(CC1)C(C)C1=CC=CC=C1 (2-chloro-N,N-dimethyl-5-(4-(4-(1-phenylethyl)-1-piperazinyl)-6-quinolinyl)-3-pyridinamine). Isolated yield 70.6%. Reaction SMILES: [Cl:1][C:2]1[C:7]([N:8]([CH3:10])[CH3:9])=[CH:6][C:5]([C:11]2[CH:12]=[C:13]3[C:18](=[CH:19][CH:20]=2)[N:17]=[CH:16][CH:15]=[C:14]3Cl)=[CH:4][N:3]=1.[C:22]1([CH:28]([N:30]2[CH2:35][CH2:34][NH:33][CH2:32][CH2:31]2)[CH3:29])[CH:27]=[CH:26][CH:25]=[CH:24][CH:23]=1>CS(C)=O>[Cl:1][C:2]1[C:7]([N:8]([CH3:10])[CH3:9])=[CH:6][C:5]([C:11]2[CH:12]=[C:13]3[C:18](=[CH:19][CH:20]=2)[N:17]=[CH:16][CH:15]=[C:14]3[N:33]2[CH2:34][CH2:35][N:30]([CH:28]([C:22]3[CH:27]=[CH:26][CH:25]=[CH:24][CH:23]=3)[CH3:29])[CH2:31][CH2:32]2)=[CH:4][N:3]=1. Procedure: (Some starting materials may be obtained from Chess GmbH, Mannnheim, Germany) To a microwave vial (5 mL), 2-chloro-5-(4-chloroquinolin-6-yl)-N,N-dimethylpyridin-3-amine (0.0846 g, 0.266 mmol) and 1-(1-phenylethyl)-piperazine (0.125 mL, 0.665 mmol) were added into DMSO (4 mL). The mixture was stirred at 90 oC for 2.5 h, at 110° C. for 3 h, then at RT for overnight. The reaction was partitioned between water (20 mL) and EtOAc (20 mL). The aqueous phase was extracted with EtOAc (2×20 mL). The combi... Reactants: Cl (HCl), ClC1=C(C=CC(=C1)Cl)S(=O)(=O)N(C)CC1=CC(=CO1)C(=O)O (5-({[(2,4-dichlorophenyl)sulfonyl](methyl)amino}methyl)furan-3-carboxylic acid), C1=CN(C=N1)C(=O)N2C=CN=C2 (CDI), N1C(=NCC1)C1=CC=C(C=C1)CNC (1-[4-(4,5-dihydro-1H-imidazol-2-yl)phenyl]-N-methylmethanamine), TEA. Solvent: ClCCCl (DCE), ClCCCl (DCE). Conditions: time 2 hour. Product: ClC1=C(C=CC(=C1)Cl)S(=O)(=O)N(C)CC1=CC(=CO1)C(=O)N(C)CC1=CC=C(C=C1)C=1NCCN1 (5-({[(2,4-dichlorophenyl)sulfonyl](methyl)amino}methyl)-N-[4-(4,5-dihydro-1H-imidazol-2-yl)benzyl]-N-methylfuran-3-carboxamide). RXN SMILES: [Cl:1][C:2]1[CH:7]=[C:6]([Cl:8])[CH:5]=[CH:4][C:3]=1[S:9]([N:12]([CH2:14][C:15]1[O:19][CH:18]=[C:17]([C:20](O)=[O:21])[CH:16]=1)[CH3:13])(=[O:11])=[O:10].C1N=CN(C(N2C=NC=C2)=O)C=1.[NH:35]1[CH2:39][CH2:38][N:37]=[C:36]1[C:40]1[CH:45]=[CH:44][C:43]([CH2:46][NH:47][CH3:48])=[CH:42][CH:41]=1.Cl>ClCCCl>[Cl:1][C:2]1[CH:7]=[C:6]([Cl:8])[CH:5]=[CH:4][C:3]=1[S:9]([N:12]([CH2:14][C:15]1[O:19][CH:18]=[C:17]([C:20]([N:47]([CH2:46][C:43]2[CH:44]=[CH:45][C:40]([C:36]3[NH:37][CH2:38][CH2:39][N:35]=3)=[CH:41][CH:42]=2)[CH3:48])=[O:21])[CH:16]=1)[CH3:13])(=[O:10])=[O:11]. Reported procedure: 5-({[(2,4-dichlorophenyl)sulfonyl](methyl)amino}methyl)furan-3-carboxylic acid (34 mg, 0.08 mmol) was dissolved in DCE (1 mL) and CDI (26 mg, 0.16 mmol) was added. The reaction was stirred for 2 h. The activated acid solution in DCE was added to a vial containing 1-[4-(4,5-dihydro-1H-imidazol-2-yl)phenyl]-N-methylmethanamine.HCl (41 mg, 0.16 mmol) and TEA (0.022 mL, 0.16 mmol). The reaction was stirred at ambient temperature for 18 h, then partitioned between saturated aqueous NaHCO3 (1 mL) and ... The reactants are C12C(C3CC(CC(C1)C3)C2)NC(=O)N2CCC3(CC2)CNCC2=CC=CC=C23 (N-(2-adamantyl)-2,3-dihydro-1H-spiro[isoquinoline-4,4′-piperidine]-1′-carboxamide), C1(\C=C/C(=O)O1)=O (maleic anhydride). Yields the product C12C(C3CC(CC(C1)C3)C2)NC(=O)N2CCC3(CC2)CN(CC2=CC=CC=C23)C(/C=C/C(=O)O)=O ((E)-4-(1′-(2-Adamantyl carbamoyl)-1H-spiro[isoquinoline-4,4′-piperidine]-2(3H)-yl)-4-oxobut-2-enoic acid). RXN SMILES: [CH:1]12[CH2:10][CH:5]3[CH2:6][CH:7]([CH2:9][CH:3]([CH2:4]3)[CH:2]1[NH:11][C:12]([N:14]1[CH2:19][CH2:18][C:17]3([C:28]4[C:23](=[CH:24][CH:25]=[CH:26][CH:27]=4)[CH2:22][NH:21][CH2:20]3)[CH2:16][CH2:15]1)=[O:13])[CH2:8]2.[C:29]1(=[O:35])[O:34][C:32](=[O:33])[CH:31]=[CH:30]1>>[CH:1]12[CH2:10][CH:5]3[CH2:6][CH:7]([CH2:9][CH:3]([CH2:4]3)[CH:2]1[NH:11][C:12]([N:14]1[CH2:19][CH2:18][C:17]3([C:28]4[C:23](=[CH:24][CH:25]=[CH:26][CH:27]=4)[CH2:22][N:21]([C:29](=[O:35])/[CH:30]=[CH:31]/[C:32]([OH:34])=[O:33])[CH2:20]3)[CH2:16][CH2:15]1)=[O:13])[CH2:8]2. Procedure details: The title compound was prepared from N-(2-adamantyl)-2,3-dihydro-1H-spiro[isoquinoline-4,4′-piperidine]-1′-carboxamide and maleic anhydride following a procedure analogous to that described in Example 90. LC-MS Method 1 tR=1.7 min, m/z=478; 1H NMR (CDCl3) 1.60-2.20 (18H), 3.11 (m, 2H), 3.58 (s, 2H), 3.92 (br s, 4H), 4.39 (s, 2H), 5.00 (br s, 1H), 6.30-7.45 (6H).